Dataset: the Open Reaction Database (ORD), a public repository of structured organic reaction records. Task: describe an organic reaction: reactants, conditions, products, and yield Reactants: C(=O)(OCC1=CC=CC=C1)N[C@@H](CC(C)C)C(=O)[C@H](C(C(C)NS(=O)(=O)C1=CC2=C(OC3=C2C=CC=C3)C=C1)O)N (1-(Cbz-leucinyl)-amino-3-(2-dibenzofuransulfonamido)-(S)-butan-2-ol), CC(=O)C.OS(=O)(=O)O.O=[Cr](=O)=O (Jones reagent). The solvent is CC(=O)C (acetone). Conditions: time 8 hour. Product: C(=O)(OCC1=CC=CC=C1)N[C@@H](CC(C)C)C(=O)[C@@H](C(C(C)NS(=O)(=O)C1=CC2=C(OC3=C2C=CC=C3)C=C1)=O)N (1-(Cbz-leucinyl)-amino-3-(2-dibenzofuransulfonamido)-(S)-butan-2-one). Isolated yield 30.2%. RXN SMILES: [C:1]([NH:11][C@H:12]([C:17]([C@@H:19]([NH2:41])[CH:20]([OH:40])[CH:21]([NH:23][S:24]([C:27]1[CH:39]=[CH:38][C:30]2[O:31][C:32]3[CH:37]=[CH:36][CH:35]=[CH:34][C:33]=3[C:29]=2[CH:28]=1)(=[O:26])=[O:25])[CH3:22])=[O:18])[CH2:13][CH:14]([CH3:16])[CH3:15])([O:3][CH2:4][C:5]1[CH:10]=[CH:9][CH:8]=[CH:7][CH:6]=1)=[O:2].CC(C)=O.OS(O)(=O)=O.O=[Cr](=O)=O>CC(C)=O>[C:1]([NH:11][C@H:12]([C:17]([C@H:19]([NH2:41])[C:20](=[O:40])[CH:21]([NH:23][S:24]([C:27]1[CH:39]=[CH:38][C:30]2[O:31][C:32]3[CH:37]=[CH:36][CH:35]=[CH:34][C:33]=3[C:29]=2[CH:28]=1)(=[O:25])=[O:26])[CH3:22])=[O:18])[CH2:13][CH:14]([CH3:16])[CH3:15])([O:3][CH2:4][C:5]1[CH:6]=[CH:7][CH:8]=[CH:9][CH:10]=1)=[O:2] |f:1.2.3|. Procedure details: 1-(Cbz-leucinyl)-amino-3-(2-dibenzofuransulfonamido)-(S)-butan-2-ol (240 mg, 0.4 mmol) was dissolved in acetone (2 ml). Jones reagent (0.5 ml, 1.5 M) was added dropwise and the reaction was stirred at RT overnight. The excess Jones reagent was then quenched with isopropanol (1.0 ml), then the reaction was diluted with EtOAc (20 ml) and was extracted with water (2×20 ml) to remove the inorganic salts. The combined organics were dried with magnesium sulfate, filtered, concentrated, and chromatogra...